The task is: describe an organic reaction: reactants, conditions, products, and yield. This data is from the Open Reaction Database (ORD), a public repository of structured organic reaction records. The reactants are C(C)OC([C@H]1N(C[C@H](C1)Cl)C(=O)OC(C)(C)C)=O ((4S)-1-(tert-Butoxycarbonyl)-4-chloro-L-proline Ethyl Ester), [N-]=[N+]=[N-].[Na+] (NaN3). The solvent is CN(C)C=O (DMF). Reaction conditions: time 64 hour. Product: C(C)OC([C@H]1N(C[C@@H](C1)N=[N+]=[N-])C(=O)OC(C)(C)C)=O ((4R)-1-(tert-Butoxycarbonyl)-4-azido-L-proline Ethyl Ester). Reaction SMILES: [CH2:1]([O:3][C:4](=[O:18])[C@@H:5]1[CH2:9][C@H:8](Cl)[CH2:7][N:6]1[C:11]([O:13][C:14]([CH3:17])([CH3:16])[CH3:15])=[O:12])[CH3:2].[N-:19]=[N+:20]=[N-:21].[Na+]>CN(C=O)C>[CH2:1]([O:3][C:4](=[O:18])[C@@H:5]1[CH2:9][C@@H:8]([N:19]=[N+:20]=[N-:21])[CH2:7][N:6]1[C:11]([O:13][C:14]([CH3:17])([CH3:16])[CH3:15])=[O:12])[CH3:2] |f:1.2|. Procedure: The chloro ester 4a (5.5 g, 19.8 mmol) and NaN3 (5.5 g, 84.6 mmol) were dissolved 200 ml of DMF in a 75° C. oil bath and stirred at this temp. for 64 h, then worked up using method B. This gave 4.5 g (80% crude yield)of an oil, which was used directly in the next step. 1H NMR (CDCl3) δ1.28 (t, 3H), 1.41/1.46 (2s, 9H), 2.17 (m, 1H), 2.32 (m, 1H), 3.52 (m, 1H), 3.70 (dd, 1H), 4.18 (m, 3H), 4.34 (m, 1H). FAB MS; MH+ calc. for C12H21N4O4 =235.1563, found 285.1574.